From a dataset of the Open Reaction Database (ORD), a public repository of structured organic reaction records. describe an organic reaction: reactants, conditions, products, and yield Starting materials: C1(=CC=C(C=C1)C(=O)C1CCC1)C (Cyclobutyl p-tolyl ketone), BrN1C(CCC1=O)=O (N-bromosuccinimide). Solvent: C(Cl)(Cl)(Cl)Cl (carbon tetrachloride). Product: C1(CCC1)C(=O)C1=CC=C(C=C1)CBr (α-Bromo-p-tolyl cyclobutyl ketone). As a reaction SMILES: [C:1]1([CH3:13])[CH:6]=[CH:5][C:4]([C:7]([CH:9]2[CH2:12][CH2:11][CH2:10]2)=[O:8])=[CH:3][CH:2]=1.[Br:14]N1C(=O)CCC1=O>C(Cl)(Cl)(Cl)Cl>[CH:9]1([C:7]([C:4]2[CH:3]=[CH:2][C:1]([CH2:13][Br:14])=[CH:6][CH:5]=2)=[O:8])[CH2:10][CH2:11][CH2:12]1. Reported procedure: Cyclobutyl p-tolyl ketone (30 g) and N-bromosuccinimide (31 g) in carbon tetrachloride (200 ml) were irradiated and heated under reflux with a tungsten lamp for 1.5 hours, and cooled. The mixture was filtered and the filtrate was evaporated. The residue was distilled under reduced pressure and the fraction b.p. 120°-125°/0.015 mm was collected. Reported procedure: In the reaction of (R)-2-(2-chloro-5-(2-thienyl)pyrimidine-4-ylamino)propan-1-ol (200 mg, 0.74 mmol) with (RS)—S-(4-aminophenyl)-N-(4-methoxy-phenylcarbamoyl)-S-methylsulphoximide (214 mg, 0.67 mmol) according to procedure 5c, the desired product is obtained in 30% yield (110 mg) after chromatographic purification (silica gel, dichloromethane/ethanol (0%-20% ethanol)). The product is COC1=CC=C(C=C1)NC(=O)N=S(=O)(C)C1=CC=C(C=C1)NC1=NC=C(C(=N1)N[C@@H](CO)C)C=1SC=CC1 ((RS)—N-(4-methoxy-phenylcarbamoyl)-S-(4-{[4-{[(R)-2-hydroxy-1-methylethyl]amino}-5-(2-thienyl)pyrimidine-2-yl]amino}phenyl)-S-methylsulfoximide). Reaction SMILES: Cl[C:2]1[N:7]=[C:6]([NH:8][C@H:9]([CH3:12])[CH2:10][OH:11])[C:5]([C:13]2[S:14][CH:15]=[CH:16][CH:17]=2)=[CH:4][N:3]=1.[NH2:18][C:19]1[CH:24]=[CH:23][C:22]([S:25]([CH3:39])(=[N:27][C:28](=[O:38])[NH:29][C:30]2[CH:35]=[CH:34][C:33]([O:36][CH3:37])=[CH:32][CH:31]=2)=[O:26])=[CH:21][CH:20]=1>>[CH3:37][O:36][C:33]1[CH:32]=[CH:31][C:30]([NH:29][C:28]([N:27]=[S:25]([C:22]2[CH:21]=[CH:20][C:19]([NH:18][C:2]3[N:7]=[C:6]([NH:8][C@H:9]([CH3:12])[CH2:10][OH:11])[C:5]([C:13]4[S:14][CH:15]=[CH:16][CH:17]=4)=[CH:4][N:3]=3)=[CH:24][CH:23]=2)([CH3:39])=[O:26])=[O:38])=[CH:35][CH:34]=1. Reactants: ClC1=NC=C(C(=N1)N[C@@H](CO)C)C=1SC=CC1 ((R)-2-(2-chloro-5-(2-thienyl)pyrimidine-4-ylamino)propan-1-ol), NC1=CC=C(C=C1)S(=O)(=NC(NC1=CC=C(C=C1)OC)=O)C ((RS)—S-(4-aminophenyl)-N-(4-methoxy-phenylcarbamoyl)-S-methylsulphoximide). The yield is 30.0%. The reactants are Cc1cc2ncnc(Oc3ccccc3)c2n1CCOCCOC(=O)c1ccccc1, Nc1ccc(OCc2cccc(F)c2)c(Cl)c1, ClCCl, Cl, Oc1ccccc1, c1ccncc1. The product is Cc1cc2ncnc(Nc3ccc(OCc4cccc(F)c4)c(Cl)c3)c2n1CCOCCOC(=O)c1ccccc1. Reaction SMILES: [C:1]([c:2]1[cH:3][cH:4][cH:5][cH:6][cH:7]1)(=[O:8])[O:9][CH2:10][CH2:11][O:12][CH2:13][CH2:14][n:15]1[c:16]([CH3:31])[cH:17][c:18]2[n:19][cH:20][n:21][c:22]([O:24][c:25]3[cH:26][cH:27][cH:28][cH:29][cH:30]3)[c:23]12.[Cl:32][c:33]1[cH:34][c:35]([NH2:36])[cH:37][cH:38][c:39]1[O:40][CH2:41][c:42]1[cH:43][c:44]([F:48])[cH:45][cH:46][cH:47]1.[Cl:63][CH2:64][Cl:65].[ClH:49].[OH:56][c:57]1[cH:58][cH:59][cH:60][cH:61][cH:62]1.[n:50]1[cH:51][cH:52][cH:53][cH:54][cH:55]1>>[C:1]([c:2]1[cH:3][cH:4][cH:5][cH:6][cH:7]1)(=[O:8])[O:9][CH2:10][CH2:11][O:12][CH2:13][CH2:14][n:15]1[c:16]([CH3:31])[cH:17][c:18]2[n:19][cH:20][n:21][c:22]([NH:36][c:35]3[cH:34][c:33]([Cl:32])[c:39]([O:40][CH2:41][c:42]4[cH:43][c:44]([F:48])[cH:45][cH:46][cH:47]4)[cH:38][cH:37]3)[c:23]12. The product is NC1CN2CCC1CC2. The reactants are CC(=O)O, CC(NC1CN2CCC1CC2)c1ccccc1, Cl, O. Reaction SMILES: [CH3:20][C:21](=[O:22])[OH:23].[CH3:2][CH:3]([c:4]1[cH:5][cH:6][cH:7][cH:8][cH:9]1)[NH:10][CH:11]1[CH2:12][N:13]2[CH2:14][CH2:15][CH:16]1[CH2:17][CH2:18]2.[ClH:1].[OH2:19]>>[NH2:10][CH:11]1[CH2:12][N:13]2[CH2:14][CH2:15][CH:16]1[CH2:17][CH2:18]2. The solvent is CN(C)C=O (DMF). Reactants: ClCCCN1CCOCC1 (4-(3-Chloropropyl)morpholine), OC1=C(C=C2C(=NC=NC2=C1)OC1=CC=CC=C1)OC (7-hydroxy-6-methoxy-4-phenoxyquinazoline), C([O-])([O-])=O.[K+].[K+] (potassium carbonate). Product: COC=1C=C2C(=NC=NC2=CC1OCCCN1CCOCC1)OC1=CC=CC=C1 (6-methoxy-7-(3-morpholinopropoxy)-4-phenoxyquinazoline). Reaction conditions: temperature 110 celsius. Reported procedure: 4-(3-Chloropropyl)morpholine (0.9 g, 4.5 mmol), (J. Am- Chem. Soc. 1945, 67, 736, 174 mg, 1.06 mmol), was added to 7-hydroxy-6-methoxy-4-phenoxyquinazoline (1.0 g, 3.7 mmol), potassium carbonate (2.6 g, 18.8 mmol) in DMF (30 ml). The mixture was heated at 110° C. for 4 hours and then allowed to cool. The solids were removed by filtration, and the volatiles were removed from the filtrate by evaporation. The residue was purified by column chromatography eluting with methylene chloride/methanol, (9... RXN SMILES: Cl[CH2:2][CH2:3][CH2:4][N:5]1[CH2:10][CH2:9][O:8][CH2:7][CH2:6]1.[OH:11][C:12]1[CH:21]=[C:20]2[C:15]([C:16]([O:22][C:23]3[CH:28]=[CH:27][CH:26]=[CH:25][CH:24]=3)=[N:17][CH:18]=[N:19]2)=[CH:14][C:13]=1[O:29][CH3:30].C(=O)([O-])[O-].[K+].[K+]>CN(C=O)C>[CH3:30][O:29][C:13]1[CH:14]=[C:15]2[C:20](=[CH:21][C:12]=1[O:11][CH2:2][CH2:3][CH2:4][N:5]1[CH2:10][CH2:9][O:8][CH2:7][CH2:6]1)[N:19]=[CH:18][N:17]=[C:16]2[O:22][C:23]1[CH:24]=[CH:25][CH:26]=[CH:27][CH:28]=1 |f:2.3.4|. The yield is 68.3%. Reactants: BrC=1C=CC2=C(N(CC3=C(N2)N=C(C=C3)C(F)(F)F)S(=O)(=O)C3=CC=C(C=C3)C(C)(C)C)C1Cl (8-bromo-6-[(4-tert-butylphenyl)sulfonyl]-7-chloro-2-(trifluoromethyl)-6,11-dihydro-5H-pyrido[2,3-b][1,5]benzodiazepine), BrC=1C=CC2=C(N(CC3=C(N2)N=C(C=C3)C(F)(F)F)S(=O)(=O)C3=CC=C(C=C3)C(C)(C)C)C1Cl (8-bromo-6-[(4-tert-butylphenyl)sulfonyl]-7-chloro-2-(trifluoromethyl)-6,11-dihydro-5H-pyrido[2,3-b][1,5]benzodiazepine), CN1N=CC(=C1)B1OC(C(O1)(C)C)(C)C (1-methyl-4-(4,4,5,5-tetramethyl-1,3,2-dioxaborolan-2-yl)-1H-pyrazole). Product: C(C)(C)(C)C1=CC=C(C=C1)S(=O)(=O)N1CC2=C(NC3=C1C(=C(C=C3)C=3C=NN(C3)C)Cl)N=C(C=C2)C(F)(F)F (6-[(4-tert-Butylphenyl)sulfonyl]-7-chloro-8-(1-methyl-1H-pyrazol-4-yl)-2-(trifluoromethyl)-6,11-dihydro-5H-pyrido[2,3-b][1,5]benzodiazepine). As a reaction SMILES: Br[C:2]1[CH:3]=[CH:4][C:5]2[NH:11][C:10]3[N:12]=[C:13]([C:16]([F:19])([F:18])[F:17])[CH:14]=[CH:15][C:9]=3[CH2:8][N:7]([S:20]([C:23]3[CH:28]=[CH:27][C:26]([C:29]([CH3:32])([CH3:31])[CH3:30])=[CH:25][CH:24]=3)(=[O:22])=[O:21])[C:6]=2[C:33]=1[Cl:34].[CH3:35][N:36]1[CH:40]=[C:39](B2OC(C)(C)C(C)(C)O2)[CH:38]=[N:37]1>>[C:29]([C:26]1[CH:27]=[CH:28][C:23]([S:20]([N:7]2[C:6]3[C:33]([Cl:34])=[C:2]([C:39]4[CH:38]=[N:37][N:36]([CH3:35])[CH:40]=4)[CH:3]=[CH:4][C:5]=3[NH:11][C:10]3[N:12]=[C:13]([C:16]([F:19])([F:18])[F:17])[CH:14]=[CH:15][C:9]=3[CH2:8]2)(=[O:22])=[O:21])=[CH:24][CH:25]=1)([CH3:31])([CH3:30])[CH3:32]. Procedure details: The title compound was prepared from 8-bromo-6-[(4-tert-butylphenyl)sulfonyl]-7-chloro-2-(trifluoromethyl)-6,11-dihydro-5H-pyrido[2,3-b][1,5]benzodiazepine (intermediate 64) and 1-methyl-4-(4,4,5,5-tetramethyl-1,3,2-dioxaborolan-2-yl)-1H-pyrazole according to the procedure of Example 495. Racemic mixture: LC/MS: m/e 576.1 (M+H)+; 1H NMR (500 MHz, CD3OD): δ 8.05 (1H, s), 7.80 (1H, s), 7.58 (1H, d), 7.41 (2H, d), 7.10 (3H, m), 7.05 (1H, d), 7.00-7.10 (2H, d), 5.19 (1H, d), 5.55 (1H, d), 3.96 (3H, ...